This data is from the Open Reaction Database (ORD), a public repository of structured organic reaction records. The task is: describe an organic reaction: reactants, conditions, products, and yield Reactants: ClCCl, CSC1C(=O)Nc2cccc([N+](=O)[O-])c21, O=C1CCC(=O)N1Cl. Yields the product CSC1(Cl)C(=O)Nc2cccc([N+](=O)[O-])c21. Reaction SMILES: [CH2:24]([Cl:25])[Cl:26].[CH3:1][S:2][CH:3]1[C:4](=[O:15])[NH:5][c:6]2[cH:7][cH:8][cH:9][c:10]([N+:12](=[O:13])[O-:14])[c:11]21.[Cl:16][N:17]1[C:18](=[O:19])[CH2:20][CH2:21][C:22]1=[O:23]>>[CH3:1][S:2][C:3]1([Cl:16])[C:4](=[O:15])[NH:5][c:6]2[cH:7][cH:8][cH:9][c:10]([N+:12](=[O:13])[O-:14])[c:11]21. Starting materials: COCOC(CCCCC1CCCCC1)CCc1ccc(C(C)(C)C)c(NC(=O)CC2c3ccccc3Oc3ccccc32)c1, Cl, C1COCCO1. Product: CC(C)(C)c1ccc(CCC(O)CCCCC2CCCCC2)cc1NC(=O)CC1c2ccccc2Oc2ccccc21. RXN SMILES: [C:1]([CH3:2])([CH3:3])([CH3:4])[c:5]1[c:6]([NH:28][C:29]([CH2:30][CH:31]2[c:32]3[cH:33][cH:34][cH:35][cH:36][c:37]3[O:38][c:39]3[cH:40][cH:41][cH:42][cH:43][c:44]32)=[O:45])[cH:7][c:8]([CH2:11][CH2:12][CH:13]([CH2:14][CH2:15][CH2:16][CH2:17][CH:18]2[CH2:19][CH2:20][CH2:21][CH2:22][CH2:23]2)[O:24][CH2:25][O:26][CH3:27])[cH:9][cH:10]1.[ClH:46].[O:47]1[CH2:48][CH2:49][O:50][CH2:51][CH2:52]1>>[C:1]([CH3:2])([CH3:3])([CH3:4])[c:5]1[c:6]([NH:28][C:29]([CH2:30][CH:31]2[c:32]3[cH:33][cH:34][cH:35][cH:36][c:37]3[O:38][c:39]3[cH:40][cH:41][cH:42][cH:43][c:44]32)=[O:45])[cH:7][c:8]([CH2:11][CH2:12][CH:13]([CH2:14][CH2:15][CH2:16][CH2:17][CH:18]2[CH2:19][CH2:20][CH2:21][CH2:22][CH2:23]2)[OH:24])[cH:9][cH:10]1. The reactants are ClC(C)C1=CC=CC=C1 (1-chloroethylbenzene), Cl[SiH](Cl)Cl (trichlorosilane). Reagents/catalysts: [Cl-].C(CCC)[P+](CCCC)(CCCC)CCCC (tetrabutylphosphonium chloride). Yields the product Cl[Si](C(C)C1=CC=CC=C1)(Cl)Cl (1-trichlorosilylethylbenzene). Yield: 35.4%. RXN SMILES: Cl[CH:2]([C:4]1[CH:9]=[CH:8][CH:7]=[CH:6][CH:5]=1)[CH3:3].[Cl:10][SiH:11]([Cl:13])[Cl:12]>[Cl-].C([P+](CCCC)(CCCC)CCCC)CCC>[Cl:10][Si:11]([Cl:13])([Cl:12])[CH:2]([C:4]1[CH:9]=[CH:8][CH:7]=[CH:6][CH:5]=1)[CH3:3] |f:2.3|. Procedure details: In the same apparatus and procedure as Example 1 above, 0.20 g (0.68 mmol) of tetrabutylphosphonium chloride, 0.96 g (6.83 mmol) of 1-chloroethylbenzene, and 2.71 g (20.00 mmol) of trichlorosilane were reacted at 150° C. for 6 hrs. The resulting mixture was distilled to give 0.58 g 1-trichlorosilylethylbenzene (yield; 35%). Reactants: FC(C(=O)OC(C#C)(C)C)(F)F (1,1-dimethyl-2-propynyl trifluoroacetate), C(#N)C1=CC=C(C=C1)O (4-cyanophenol). Yields the product CC(C#C)(C)OC1=CC=C(C#N)C=C1 (4-[(1,1-Dimethyl-2-propynyl)oxy]benzonitrile), solid. RXN SMILES: F[C:2](F)(F)[C:3]([O:5][C:6]([CH3:10])([CH3:9])[C:7]#[CH:8])=O.[C:13]([C:15]1[CH:20]=CC(O)=[CH:17][CH:16]=1)#[N:14]>>[CH3:9][C:6]([O:5][C:3]1[CH:17]=[CH:16][C:15]([C:13]#[N:14])=[CH:20][CH:2]=1)([CH3:10])[C:7]#[CH:8]. Procedure details: The 1,1-dimethyl-2-propynyl trifluoroacetate solution, maintained at 0° C., was added to the 4-cyanophenol solution over a 40 minute period while keeping the temperature at ~0° C. The resulting mixture was stirred at ~0° C. (ice bath). After stirring for 5 hours, the mixture was concentrated at reduced pressure. The residue was partitioned between water (50 mL) and toluene (300 mL). The organic fraction was washed with 1N HCl (3×50 mL), 1N NaOH (2×50 mL), 1N NaHCO3, and brine. After drying (magn...